This data is from the Open Reaction Database (ORD), a public repository of structured organic reaction records. The task is: describe an organic reaction: reactants, conditions, products, and yield Reaction SMILES: [CH:1]1[C:6]2=[CH:7][C:8]3[CH:9]=[CH:10][CH:11]=[CH:12][C:13]=3[N:5]2[CH:4]=[C:3]([C:14]([O:16]CC)=[O:15])[N:2]=1.[OH-].[K+].O.[ClH:22]>CCO>[ClH:22].[CH:1]1[C:6]2=[CH:7][C:8]3[CH:9]=[CH:10][CH:11]=[CH:12][C:13]=3[N:5]2[CH:4]=[C:3]([C:14]([OH:16])=[O:15])[N:2]=1 |f:1.2,6.7|. Solvent: CCO (EtOH). Procedure details: To a solution of ethyl pyrazino[1,2-a]indole-3-carboxylate (0.49 g, 2.0 mmol) in EtOH (30 mL) is added crushed potassium hydroxide (1.1 g, 20.0 mmol) followed by water (30 mL). The resulting dark colored solution is stirred at rt for 40 min and then neutralized with conc. HCl to pH ˜2. The acidic mixture is concentrated to dryness to afford pyrazino[1,2-a]indole-3-carboxylic acid hydrochloride. HRMS (FAB) calcd for C12H8N2O2+H 213.0664, found 213.0658. Isolated yield 34.0%. Conditions: time 40 minute. Yields the product Cl.C1=NC(=CN2C1=CC=1C=CC=CC21)C(=O)O (pyrazino[1,2-a]indole-3-carboxylic acid hydrochloride). Starting materials: Cl (HCl), C1=NC(=CN2C1=CC=1C=CC=CC21)C(=O)OCC (ethyl pyrazino[1,2-a]indole-3-carboxylate), O (water), [OH-].[K+] (potassium hydroxide). Starting materials: ClC1=CC=C(C=C1)NC(CC1=CC(=CC=C1)OC)=O (N-(4-chlorophenyl)-3-methoxyphenylacetamide), [H-].[Al+3].[Li+].[H-].[H-].[H-] (lithium aluminum hydride). Solvent: C1CCOC1 (THF). Yields the product ClC1=CC=C(C=C1)NCCC1=CC(=CC=C1)OC (N-(4-Chlorophenyl)-2-(3-methoxyphenyl)ethylamine). RXN SMILES: [Cl:1][C:2]1[CH:7]=[CH:6][C:5]([NH:8][C:9](=O)[CH2:10][C:11]2[CH:16]=[CH:15][CH:14]=[C:13]([O:17][CH3:18])[CH:12]=2)=[CH:4][CH:3]=1.[H-].[Al+3].[Li+].[H-].[H-].[H-]>C1COCC1>[Cl:1][C:2]1[CH:3]=[CH:4][C:5]([NH:8][CH2:9][CH2:10][C:11]2[CH:16]=[CH:15][CH:14]=[C:13]([O:17][CH3:18])[CH:12]=2)=[CH:6][CH:7]=1 |f:1.2.3.4.5.6|. Reported procedure: 22.1 g of N-(4-chlorophenyl)-3-methoxyphenylacetamide are reduced with lithium aluminum hydride in THF. After destroying the reagent with water, filtering, drying and evaporating in a rotary evaporator, the oily residue is taken up in diethyl ether, and the desired product is precipitated as the hydrochloride. Reaction SMILES: CC(C)([O-])C.[K+].[O:7]1[CH2:12][CH2:11][CH2:10][CH2:9][CH:8]1[O:13][CH2:14][C@@:15]12[C@@H:32]3[C@H:23]([C@H:24]4[C@@:28]([CH2:30][CH2:31]3)([CH3:29])[C:27](=[O:33])[CH2:26][CH2:25]4)[CH2:22][CH2:21][C:20]1=[CH:19][C:18](=[O:34])[CH:17]=[CH:16]2.[Cl-].[NH4+]>CS(C)=O>[O:7]1[CH2:12][CH2:11][CH2:10][CH2:9][CH:8]1[O:13][CH2:14][C@@:15]12[C@@H:32]3[C@H:23]([C@H:24]4[C@@:28]([CH2:30][CH2:31]3)([CH3:29])[C:27](=[O:33])[CH2:26][CH2:25]4)[CH2:22][CH:21]=[C:20]1[CH2:19][C:18](=[O:34])[CH:17]=[CH:16]2 |f:0.1,3.4|. The product is O1C(CCCC1)OC[C@]12C=CC(CC1=CC[C@H]1[C@@H]3CCC([C@@]3(C)CC[C@H]21)=O)=O (19-tetrahydropyranyloxy-1,5-androstadiene-3,17-dione). Solvent: CS(=O)C (dimethylsulfoxide), CS(=O)C (dimethylsulfoxide). The reactants are [Cl-].[NH4+] (ammonium chloride), CC(C)([O-])C.[K+] (potassium t-butoxide), O1C(CCCC1)OC[C@]12C=CC(C=C1CC[C@H]1[C@@H]3CCC([C@@]3(C)CC[C@H]21)=O)=O (19-tetrahydropyranyloxy-1,4-androstadiene-3,17-dione). Reported procedure: To a solution of potassium t-butoxide in dimethylsulfoxide at 25° C. under nitrogen is added 19-tetrahydropyranyloxy-1,4-androstadiene-3,17-dione in dimethylsulfoxide with stirring. After 15 minutes the mixture is poured onto cold aqueous solution of ammonium chloride. The solid which forms is rapidly filtered, washed well with water and dissolved in ether. The ether solution is washed with water, dried over sodium sulfate and evaporated at room temperature to yield 19-tetrahydropyranyloxy-1,5-a...